From a dataset of the Open Reaction Database (ORD), a public repository of structured organic reaction records. describe an organic reaction: reactants, conditions, products, and yield The yield is 67.8%. The product is C(C)NC1=NC=C(C=C1N)C(F)(F)F (N2-ethyl-5-trifluoromethylpyridin-2,3-diamine). Conditions: temperature 70 celsius. The solvent is C(C)O (ethanol), C(C)O (ethanol). Procedure: A mixture of iron powder (700 mg), acetic acid (60 μl), ethanol (5 ml), and water (3 ml) was stirred with heating at 70° C., and then a mixture of N-ethyl-(3-nitro-5-trifluoromethylpyridin-2-yl)-amine (490 mg) and ethanol (10 ml) was added dropwise. The mixture was stirred with heating at 70° C. for 3 hours. The reaction mixture cooled to room temperature was filtered through Celite®, and the resulting filtrate was concentrated under reduced pressure. The resulting residue was diluted with satur... Starting materials: C(C)(=O)O (acetic acid), O (water), C(C)NC1=NC=C(C=C1[N+](=O)[O-])C(F)(F)F (N-ethyl-(3-nitro-5-trifluoromethylpyridin-2-yl)-amine). Reagents/catalysts: [Fe] (iron). Reaction SMILES: C(O)(=O)C.O.[CH2:6]([NH:8][C:9]1[C:14]([N+:15]([O-])=O)=[CH:13][C:12]([C:18]([F:21])([F:20])[F:19])=[CH:11][N:10]=1)[CH3:7]>[Fe].C(O)C>[CH2:6]([NH:8][C:9]1[C:14]([NH2:15])=[CH:13][C:12]([C:18]([F:21])([F:19])[F:20])=[CH:11][N:10]=1)[CH3:7]. The reactants are ClC1=C(NC(=C1Cl)C)C(=O)N[C@H]1[C@H](CN(CC1)C=1SC(=C(N1)C1=NC=NN1C)C(=O)OC)OCC=C (methyl 2-[(3S,4R)-4-{[(3,4-dichloro-5-methyl-1H-pyrrol-2-yl)carbonyl]amino}-3-(prop-2-en-1-yloxy)piperidin-1-yl]-4-(1-methyl-1H-1,2,4-triazol-5-yl)-1,3-thiazole-5-carboxylate), [OH-].[Na+] (sodium hydroxide). The solvent is CO (methanol). Yields the product ClC1=C(NC(=C1Cl)C)C(=O)N[C@H]1[C@H](CN(CC1)C=1SC(=C(N1)C1=NC=NN1C)C(=O)O)OCC=C (2-[(3S,4R)-4-{[(3,4-dichloro-5-methyl-1H-pyrrol-2-yl)carbonyl]amino}-3-(prop-2-en-1-yloxy)piperidin-1-yl]-4-(1-methyl-1H-1,2,4-triazol-5-yl)-1,3-thiazole-5-carboxylic acid). Isolated yield 45.7%. As a reaction SMILES: [Cl:1][C:2]1[C:6]([Cl:7])=[C:5]([CH3:8])[NH:4][C:3]=1[C:9]([NH:11][C@@H:12]1[CH2:17][CH2:16][N:15]([C:18]2[S:19][C:20]([C:29]([O:31]C)=[O:30])=[C:21]([C:23]3[N:27]([CH3:28])[N:26]=[CH:25][N:24]=3)[N:22]=2)[CH2:14][C@@H:13]1[O:33][CH2:34][CH:35]=[CH2:36])=[O:10].[OH-].[Na+]>CO>[Cl:1][C:2]1[C:6]([Cl:7])=[C:5]([CH3:8])[NH:4][C:3]=1[C:9]([NH:11][C@@H:12]1[CH2:17][CH2:16][N:15]([C:18]2[S:19][C:20]([C:29]([OH:31])=[O:30])=[C:21]([C:23]3[N:27]([CH3:28])[N:26]=[CH:25][N:24]=3)[N:22]=2)[CH2:14][C@@H:13]1[O:33][CH2:34][CH:35]=[CH2:36])=[O:10] |f:1.2|. Reported procedure: A solution of methyl 2-[(3S,4R)-4-{[(3,4-dichloro-5-methyl-1H-pyrrol-2-yl)carbonyl]amino}-3-(prop-2-en-1-yloxy)piperidin-1-yl]-4-(1-methyl-1H-1,2,4-triazol-5-yl)-1,3-thiazole-5-carboxylate (Example 30, 90 mg, 0.162 mmol) and 2N sodium hydroxide (4 mL) in methanol (30 mL) was stirred at room temperature for 4 h. The reaction mixture was concentrated under reduced pressure and the resulting residue was dissolved in water, which was acidified to pH 3 with 2 N hydrochloric acid (2 mL). The resulting... The reactants are CC(=O)c1ccc2c(c1O)CCN(C(=O)C(F)(F)F)CC2, [BH3-]C#N, CC[SiH](CC)CC, C1CCOC1, [Na+]. Yields the product CCc1ccc2c(c1O)CCN(C(=O)C(F)(F)F)CC2. Reaction SMILES: [C:1]([CH3:2])(=[O:3])[c:4]1[c:5]([OH:21])[c:6]2[c:7]([cH:19][cH:20]1)[CH2:8][CH2:9][N:10]([C:13]([C:14]([F:15])([F:16])[F:17])=[O:18])[CH2:11][CH2:12]2.[C:22]([BH3-:23])#[N:24].[CH2:26]([SiH:27]([CH2:28][CH3:29])[CH2:30][CH3:31])[CH3:32].[CH2:33]1[O:34][CH2:35][CH2:36][CH2:37]1.[Na+:25]>>[CH2:1]([CH3:2])[c:4]1[c:5]([OH:21])[c:6]2[c:7]([cH:19][cH:20]1)[CH2:8][CH2:9][N:10]([C:13]([C:14]([F:15])([F:16])[F:17])=[O:18])[CH2:11][CH2:12]2. The reactants are C(C)I (ethyliodide), [Li+].CC(C)[N-]C(C)C (LDA), CCCCCCC.C1CCOC1.C(C)C1=CC=CC=C1 (heptane THF ethylbenzene), C(C1=CC=CC=C1)N(CC(=O)OC)C1=CC(=C(C=C1)F)Cl (methyl N-benzyl-N-(3-chloro-4-fluorophenyl)glycinate), [Cl-].[NH4+] (ammonium chloride), Cl (HCl), [Cl-].[NH4+] (ammonium chloride). Solvent: C1CCOC1 (THF). Reaction conditions: time 20 minute. The product is C(C1=CC=CC=C1)N(C(C(=O)OC)CC)C1=CC(=C(C=C1)F)Cl (Methyl 2-[benzyl(3-chloro-4-fluorophenyl)amino]butanoate). RXN SMILES: [Li+].[CH3:2][CH:3]([N-]C(C)C)C.CCCCCCC.C1COCC1.C(C1C=CC=CC=1)C.[CH2:29]([N:36]([C:42]1[CH:47]=[CH:46][C:45]([F:48])=[C:44]([Cl:49])[CH:43]=1)[CH2:37][C:38]([O:40][CH3:41])=[O:39])[C:30]1[CH:35]=[CH:34][CH:33]=[CH:32][CH:31]=1.C(I)C.[Cl-].[NH4+].Cl>C1COCC1>[CH2:29]([N:36]([C:42]1[CH:47]=[CH:46][C:45]([F:48])=[C:44]([Cl:49])[CH:43]=1)[CH:37]([CH2:2][CH3:3])[C:38]([O:40][CH3:41])=[O:39])[C:30]1[CH:31]=[CH:32][CH:33]=[CH:34][CH:35]=1 |f:0.1,2.3.4,7.8|. Reported procedure: A solution of LDA in heptane/THF/ethylbenzene (1.8 M, 13.2 mL, 24 mmol) was added to a solution of methyl N-benzyl-N-(3-chloro-4-fluorophenyl)glycinate (7-2, 4.08 g, 13.2 mmol) in THF (100 mL) at −78° C. and stirred for 20 minutes before adding ethyliodide (10.6 g, 132 mmol, 10.0 equiv). The mixture was allowed to reach 23° C. as it stirred for 18 h. The reaction mixture was acidified with saturated aqueous ammonium chloride (100 mL), ammonium chloride (1.42 g, 26.5 mmol, 2.00 equiv), and concen... Reactants: Cc1ccccc1, CCN(C(C)C)C(C)C, OCC=CCCl, Fc1ccc(C(c2ccc(F)cc2)N2CCNCC2)cc1, O. Yields the product OCC=CCN1CCN(C(c2ccc(F)cc2)c2ccc(F)cc2)CC1. Reaction SMILES: [CH3:22][c:23]1[cH:24][cH:25][cH:26][cH:27][cH:28]1.[CH:35]([N:36]([CH:37]([CH3:38])[CH3:39])[CH2:40][CH3:41])([CH3:42])[CH3:43].[Cl:29][CH2:30][CH:31]=[CH:32][CH2:33][OH:34].[F:1][c:2]1[cH:3][cH:4][c:5]([CH:8]([N:9]2[CH2:10][CH2:11][NH:12][CH2:13][CH2:14]2)[c:15]2[cH:16][cH:17][c:18]([F:21])[cH:19][cH:20]2)[cH:6][cH:7]1.[OH2:44]>>[F:1][c:2]1[cH:3][cH:4][c:5]([CH:8]([N:9]2[CH2:10][CH2:11][N:12]([CH2:30][CH:31]=[CH:32][CH2:33][OH:34])[CH2:13][CH2:14]2)[c:15]2[cH:16][cH:17][c:18]([F:21])[cH:19][cH:20]2)[cH:6][cH:7]1. Starting materials: CC1=C(N=C(O1)C1=CC=CC=C1)CCOC1=CC=C(C=C1)CCC(=O)OC (Methyl 3-[4-[2-(5-methyl-2-phenyl-4-oxazolyl)ethoxy]phenyl]propionate), [OH-].[Na+] (sodium hydroxide). The solvent is CO (methanol). The product is CC1=C(N=C(O1)C1=CC=CC=C1)CCOC1=CC=C(C=C1)CCC(=O)O (3-[4-[2-(5-Methyl-2-phenyl-4-oxazolyl)ethoxy]phenyl]propionic acid). Yield: 95.9%. Reaction SMILES: [CH3:1][C:2]1[O:6][C:5]([C:7]2[CH:12]=[CH:11][CH:10]=[CH:9][CH:8]=2)=[N:4][C:3]=1[CH2:13][CH2:14][O:15][C:16]1[CH:21]=[CH:20][C:19]([CH2:22][CH2:23][C:24]([O:26]C)=[O:25])=[CH:18][CH:17]=1.[OH-].[Na+]>CO>[CH3:1][C:2]1[O:6][C:5]([C:7]2[CH:8]=[CH:9][CH:10]=[CH:11][CH:12]=2)=[N:4][C:3]=1[CH2:13][CH2:14][O:15][C:16]1[CH:17]=[CH:18][C:19]([CH2:22][CH2:23][C:24]([OH:26])=[O:25])=[CH:20][CH:21]=1 |f:1.2|. Procedure: Methyl 3-[4-[2-(5-methyl-2-phenyl-4-oxazolyl)ethoxy]phenyl]propionate (13.0 g, 35.6 mmol) obtained in Example 16 was dissolved in methanol (400 ml), and 1N aqueous sodium hydroxide solution (50 ml) was added with stirring at room temperature. After stirring for 15 hr, the solvent was evaporated under reduced pressure. Ethyl acetate (50 ml) and water (200 ml) were added for partition. 1N Hydrochloric acid was added to the aqueous layer to acidify same. The precipitated solid was collected by filt... Starting materials: C(C)(C)(C)OC(=O)NCC1CN(CC1)CCCN (3-(3-tert-Butoxycarbonylaminomethylpyrrolidin-1-yl)propylamine), CC1=CC=C(C(=O)Cl)C=C1 (4-methylbenzoyl chloride), NC1=CC(=C(C(=O)O)C=C1Cl)OC (4-amino-5-chloro-2-methoxybenzoic acid). Product: NC1=CC(=C(C(=O)NCC2CN(CC2)CCCNC(C2=CC=C(C=C2)C)=O)C=C1Cl)OC (4-amino-5-chloro-2-methoxy-N-(1-(3-(4-methylbenzoylamino)propyl)pyrrolidin-3-ylmethyl)benzamide). Reaction SMILES: C(O[C:6]([NH:8][CH2:9][CH:10]1[CH2:14][CH2:13][N:12]([CH2:15][CH2:16][CH2:17][NH2:18])[CH2:11]1)=[O:7])(C)(C)C.[CH3:19][C:20]1[CH:28]=[CH:27][C:23]([C:24](Cl)=[O:25])=[CH:22][CH:21]=1.[NH2:29][C:30]1[C:38]([Cl:39])=[CH:37][C:33](C(O)=O)=[C:32]([O:40][CH3:41])[CH:31]=1>>[NH2:29][C:30]1[C:38]([Cl:39])=[CH:37][C:33]([C:6]([NH:8][CH2:9][CH:10]2[CH2:14][CH2:13][N:12]([CH2:15][CH2:16][CH2:17][NH:18][C:24](=[O:25])[C:23]3[CH:27]=[CH:28][C:20]([CH3:19])=[CH:21][CH:22]=3)[CH2:11]2)=[O:7])=[C:32]([O:40][CH3:41])[CH:31]=1. Procedure: 3-(3-tert-Butoxycarbonylaminomethylpyrrolidin-1-yl)propylamine (1.08 g) as starting compound was reacted and treated in the same manner as in Example 1 using 4-methylbenzoyl chloride (0.56 ml) and 4-amino-5-chloro-2-methoxybenzoic acid (0.48 g) to give 4-amino-5-chloro-2-methoxy-N-(1-(3-(4-methylbenzoylamino)propyl)pyrrolidin-3-ylmethyl)benzamide.